Dataset: the Open Reaction Database (ORD), a public repository of structured organic reaction records. Task: describe an organic reaction: reactants, conditions, products, and yield The reactants are Cl (HCl), C[Si](C)(C)[N-][Si](C)(C)C.[Li+] (lithium bis(trimethylsilyl)amide), C(C)(=O)C=1C=C(C(=O)OC)C=C(C1O)Br (methyl 3-acetyl-5-bromo-4-hydroxybenzoate), N1(CCOCC1)C(=O)Cl (morpholine-4-carbonyl chloride). Solvent: O (water), C(Cl)Cl (DCM), C1CCOC1 (THF). Reaction conditions: temperature 0 celsius, time 2 hour. The product is BrC=1C=C(C(=O)OC)C=C(C1O)C(CC(=O)N1CCOCC1)=O (methyl 3-bromo-4-hydroxy-5-(3-morpholino-3-oxopropanoyl)benzoate). Yield: 90.2%. Reaction SMILES: C[Si]([N-][Si](C)(C)C)(C)C.[Li+].[C:11]([C:14]1[CH:15]=[C:16]([CH:21]=[C:22]([Br:25])[C:23]=1[OH:24])[C:17]([O:19][CH3:20])=[O:18])(=[O:13])[CH3:12].[N:26]1([C:32](Cl)=[O:33])[CH2:31][CH2:30][O:29][CH2:28][CH2:27]1.Cl>C1COCC1.O.C(Cl)Cl>[Br:25][C:22]1[CH:21]=[C:16]([CH:15]=[C:14]([C:11](=[O:13])[CH2:12][C:32]([N:26]2[CH2:31][CH2:30][O:29][CH2:28][CH2:27]2)=[O:33])[C:23]=1[OH:24])[C:17]([O:19][CH3:20])=[O:18] |f:0.1|. Procedure: To a solution of lithium bis(trimethylsilyl)amide (1.41 L, 1406 mmol) at −65° C. under nitrogen was added dropwise methyl 3-acetyl-5-bromo-4-hydroxybenzoate (120 g, 439 mmol) in THF (1.2 L). The solution was allowed to warm to 0° C., and maintained at this temperature for 1 h. The solution was cooled back to −65° C. and morpholine-4-carbonyl chloride (0.055 L, 483 mmol) was added. The mixture was stirred at room temperature for 2 h then cooled to −30° C., DCM (1.5 L) and water (1 L) were added f...